This data is from the Open Reaction Database (ORD), a public repository of structured organic reaction records. The task is: describe an organic reaction: reactants, conditions, products, and yield Yields the product COC(=O)c1ccn2cncc2c1Nc1ccc(I)cc1F. Reactants: C1COCCO1, COC(=O)c1ccn2cncc2c1Nc1ccc(Br)cc1F, CO, [Cu]I, [I-], [Na+]. Reaction SMILES: [CH2:25]1[O:26][CH2:27][CH2:28][O:29][CH2:30]1.[CH3:1][O:2][C:3](=[O:4])[c:5]1[c:6]([NH:14][c:15]2[c:16]([F:22])[cH:17][c:18]([Br:21])[cH:19][cH:20]2)[c:7]2[n:8]([cH:9][cH:10]1)[cH:11][n:12][cH:13]2.[CH3:31][OH:32].[Cu:33][I:34].[I-:24].[Na+:23]>>[CH3:1][O:2][C:3](=[O:4])[c:5]1[c:6]([NH:14][c:15]2[c:16]([F:22])[cH:17][c:18]([I:24])[cH:19][cH:20]2)[c:7]2[n:8]([cH:9][cH:10]1)[cH:11][n:12][cH:13]2. Starting materials: C(C)(C)(C)OC(NCC=1N(C(C2=CC=C(C=C2C1C1=CC=CC=C1)C1=NSC(N1)=O)=O)CC(C)C)=O (Tert-butyl[2-isobutyl-1-oxo-6-(5-oxo-4,5-dihydro-1,2,4-thiadiazol-3-yl)-4-phenyl-1,2-dihydro-3-isoquinolinyl]methylcarbamate), Cl (hydrogen chloride). Solvent: O1CCCC1 (tetrahydrofuran), C(C)(=O)OCC (ethyl acetate). Run at time 24 hour. The product is Cl.NCC=1N(C(C2=CC=C(C=C2C1C1=CC=CC=C1)C1=NSC(N1)=O)=O)CC(C)C (3-(aminomethyl)-2-isobutyl-6-(5-oxo-4,5-dihydro-1,2,4-thiadiazol-3-yl)-4-phenyl-1(2H)-isoquinolinone hydrochloride). The yield is 94.0%. RXN SMILES: C(OC(=O)[NH:7][CH2:8][C:9]1[N:10]([CH2:32][CH:33]([CH3:35])[CH3:34])[C:11](=[O:31])[C:12]2[C:17]([C:18]=1[C:19]1[CH:24]=[CH:23][CH:22]=[CH:21][CH:20]=1)=[CH:16][C:15]([C:25]1[NH:29][C:28](=[O:30])[S:27][N:26]=1)=[CH:14][CH:13]=2)(C)(C)C.[ClH:37]>O1CCCC1.C(OCC)(=O)C>[ClH:37].[NH2:7][CH2:8][C:9]1[N:10]([CH2:32][CH:33]([CH3:35])[CH3:34])[C:11](=[O:31])[C:12]2[C:17]([C:18]=1[C:19]1[CH:20]=[CH:21][CH:22]=[CH:23][CH:24]=1)=[CH:16][C:15]([C:25]1[NH:29][C:28](=[O:30])[S:27][N:26]=1)=[CH:14][CH:13]=2 |f:4.5|. Reported procedure: Tert-butyl[2-isobutyl-1-oxo-6-(5-oxo-4,5-dihydro-1,2,4-thiadiazol-3-yl)-4-phenyl-1,2-dihydro-3-isoquinolinyl]methylcarbamate (0.050 g, 0.10 mmol) was dissolved in tetrahydrofuran (3 ml) and a solution (2 ml) of 4N hydrogen chloride in ethyl acetate was added. The mixture was stirred at room temperature for 24 h. The reaction mixture was concentrated under reduced pressure and diisopropyl ether-ethyl acetate (2:1) was added to the residue to give 3-(aminomethyl)-2-isobutyl-6-(5-oxo-4,5-dihydro-1,... The reactants are COC1=CC2=C(CC(N(CC2)CCCNCCCNC2=CC(=C(C(=C2)Br)N)Br)=O)C=C1OC (N-[3-(7,8-dimethoxy-1,3,4,5-tetrahydro-2H-3-benzazepin-2-on-3-yl)-propyl]-3-(4-amino-3,5-dibromophenylamino)-propylamine), C=O (paraformaldehyde), C(#N)[BH3-].[Na+] (sodium cyanoborohydride). Yields the product COC1=CC2=C(CC(N(CC2)CCCN(CCCNC2=CC(=C(C(=C2)Br)N)Br)C)=O)C=C1OC (N-[3-(7,8-Dimethoxy-1,3,4,5-tetrahydro-2H-3-benzazepin-2-on-3-yl)-propyl]-N-[3-(4-amino-3,5-dibromophenylamino)-propyl]-methylamine). RXN SMILES: [CH3:1][O:2][C:3]1[C:31]([O:32][CH3:33])=[CH:30][C:6]2[CH2:7][C:8](=[O:29])[N:9]([CH2:12][CH2:13][CH2:14][NH:15][CH2:16][CH2:17][CH2:18][NH:19][C:20]3[CH:25]=[C:24]([Br:26])[C:23]([NH2:27])=[C:22]([Br:28])[CH:21]=3)[CH2:10][CH2:11][C:5]=2[CH:4]=1.C=O.[C:36]([BH3-])#N.[Na+]>>[CH3:1][O:2][C:3]1[C:31]([O:32][CH3:33])=[CH:30][C:6]2[CH2:7][C:8](=[O:29])[N:9]([CH2:12][CH2:13][CH2:14][N:15]([CH3:36])[CH2:16][CH2:17][CH2:18][NH:19][C:20]3[CH:25]=[C:24]([Br:26])[C:23]([NH2:27])=[C:22]([Br:28])[CH:21]=3)[CH2:10][CH2:11][C:5]=2[CH:4]=1 |f:2.3|. Procedure details: The title compound is prepared from N-[3-(7,8-dimethoxy-1,3,4,5-tetrahydro-2H-3-benzazepin-2-on-3-yl)-propyl]-3-(4-amino-3,5-dibromophenylamino)-propylamine, paraformaldehyde and sodium cyanoborohydride analogously to Example 5. Reactants: O=C1N(CC(N1)=O)C[C@H]1N(C[C@@H](C1)O)C(=O)OCC1=CC=C(C=C1)[N+](=O)[O-] ((2S,4R)-2-(2,4-dioxoimidazolidin-1-yl)methyl-4-hydroxy-1-(4-nitrobenzyloxycarbonyl)pyrrolidine), CO (methanol), [BH4-].[Na+] (sodium borohydride), B(F)(F)F.CCOCC (boron trifluoride etherate). Solvent: O1CCCC1 (tetrahydrofuran), O1CCCC1 (tetrahydrofuran). Conditions: time 10 minute. Yields the product O[C@@H]1C[C@H](N(C1)C(=O)OCC1=CC=C(C=C1)[N+](=O)[O-])CN1C(NCC1)=O ((2S,4R)-4-hydroxy-1-(4-nitrobenzyloxycarbonyl)-2-(2-oxoimidazolidin-1-yl)methyl pyrrolidine). The yield is 68.7%. Reaction SMILES: [BH4-].[Na+].B(F)(F)F.CCOCC.[O:12]=[C:13]1[NH:17][C:16](=O)[CH2:15][N:14]1[CH2:19][C@@H:20]1[CH2:24][C@@H:23]([OH:25])[CH2:22][N:21]1[C:26]([O:28][CH2:29][C:30]1[CH:35]=[CH:34][C:33]([N+:36]([O-:38])=[O:37])=[CH:32][CH:31]=1)=[O:27].CO>O1CCCC1>[OH:25][C@H:23]1[CH2:22][N:21]([C:26]([O:28][CH2:29][C:30]2[CH:31]=[CH:32][C:33]([N+:36]([O-:38])=[O:37])=[CH:34][CH:35]=2)=[O:27])[C@H:20]([CH2:19][N:14]2[CH2:15][CH2:16][NH:17][C:13]2=[O:12])[CH2:24]1 |f:0.1,2.3|. Procedure details: To a suspension of sodium borohydride (0.42 g) in tetrahydrofuran (20 ml) was dropwise added boron trifluoride etherate (5.25 ml) under ice-cooling and the mixture was stirred at the same temperature for 10 minutes. To this solution was added a solution of (2S,4R)-2-(2,4-dioxoimidazolidin-1-yl)methyl-4-hydroxy-1-(4-nitrobenzyloxycarbonyl)pyrrolidine (2.1 g) in tetrahydrofuran (10 ml) under ice-cooling and the mixture was stirred at ambient temperature for 3 hours. To the reaction mixture was dro...